From a dataset of the Open Reaction Database (ORD), a public repository of structured organic reaction records. describe an organic reaction: reactants, conditions, products, and yield As a reaction SMILES: [Br:14][c:15]1[c:16](=[O:23])[n:17]([CH3:22])[cH:18][c:19]([Br:21])[cH:20]1.[C:24](=[O:25])([O-:26])[O-:27].[CH2:31]1[O:32][CH2:33][CH2:34][O:35][CH2:36]1.[CH3:103][CH2:104][O:105][C:106]([CH3:107])=[O:108].[CH3:93][OH:94].[CH3:95][CH2:96][O:97][CH2:98][CH3:99].[CH:39](=[CH:40][C:41]([CH:42]=[CH:43][c:44]1[cH:45][cH:46][cH:47][cH:48][cH:49]1)=[O:50])[c:51]1[cH:52][cH:53][cH:54][cH:55][cH:56]1.[CH:57](=[CH:58][C:59]([CH:60]=[CH:61][c:62]1[cH:63][cH:64][cH:65][cH:66][cH:67]1)=[O:68])[c:69]1[cH:70][cH:71][cH:72][cH:73][cH:74]1.[CH:75](=[CH:76][C:77]([CH:78]=[CH:79][c:80]1[cH:81][cH:82][cH:83][cH:84][cH:85]1)=[O:86])[c:87]1[cH:88][cH:89][cH:90][cH:91][cH:92]1.[Cl:100][CH2:101][Cl:102].[Cs+:28].[Cs+:29].[NH2:1][c:2]1[n:3][n:4]2[c:5]([cH:13]1)[CH2:6][N:7]([C:10]([CH3:11])=[O:12])[CH2:8][CH2:9]2.[OH2:30].[Pd:37].[Pd:38]>>[NH:1]([c:2]1[n:3][n:4]2[c:5]([cH:13]1)[CH2:6][N:7]([C:10]([CH3:11])=[O:12])[CH2:8][CH2:9]2)[c:15]1[c:16](=[O:23])[n:17]([CH3:22])[cH:18][c:19]([Br:21])[cH:20]1. The product is CC(=O)N1CCn2nc(Nc3cc(Br)cn(C)c3=O)cc2C1. Reactants: Cn1cc(Br)cc(Br)c1=O, O=C([O-])[O-], C1COCCO1, CCOC(C)=O, CO, CCOCC, O=C(C=Cc1ccccc1)C=Cc1ccccc1, O=C(C=Cc1ccccc1)C=Cc1ccccc1, O=C(C=Cc1ccccc1)C=Cc1ccccc1, ClCCl, [Cs+], [Cs+], CC(=O)N1CCn2nc(N)cc2C1, O, [Pd], [Pd].